From a dataset of the Open Reaction Database (ORD), a public repository of structured organic reaction records. describe an organic reaction: reactants, conditions, products, and yield Starting materials: Cl (HCl), cuprous oxide, COC=1C=C(C=C(C1OC)OC)O (3,4,5-trimethoxyphenol), C(C)(C)N(C(C1=CC(=C(C=C1)Br)OCC)=O)C1CCCCC1 (4-bromo-3-ethoxybenzoic acid N-isopropyl-N-cyclohexyl amide). Solvent: N1=C(C=C(C=C1C)C)C (2,4,6-collidine). Reaction conditions: time 18 hour. Product: C1(CCCCC1)N(C(C1=CC(=C(C=C1)OC1=CC(=C(C(=C1)OC)OC)OC)OCC)=O)C(C)C (N-cyclohexyl-3-ethoxy-N-(1-methylethyl)-4-(3,4,5-trimethoxyphenoxy)benzamid). As a reaction SMILES: [CH3:1][O:2][C:3]1[CH:4]=[C:5]([OH:13])[CH:6]=[C:7]([O:11][CH3:12])[C:8]=1[O:9][CH3:10].[CH:14]([N:17]([CH:30]1[CH2:35][CH2:34][CH2:33][CH2:32][CH2:31]1)[C:18](=[O:29])[C:19]1[CH:24]=[CH:23][C:22](Br)=[C:21]([O:26][CH2:27][CH3:28])[CH:20]=1)([CH3:16])[CH3:15].Cl>N1C(C)=CC(C)=CC=1C>[CH:30]1([N:17]([CH:14]([CH3:15])[CH3:16])[C:18](=[O:29])[C:19]2[CH:24]=[CH:23][C:22]([O:13][C:5]3[CH:6]=[C:7]([O:11][CH3:12])[C:8]([O:9][CH3:10])=[C:3]([O:2][CH3:1])[CH:4]=3)=[C:21]([O:26][CH2:27][CH3:28])[CH:20]=2)[CH2:35][CH2:34][CH2:33][CH2:32][CH2:31]1. Procedure details: A slurry of cuprous oxide (300 mg, 2.1 mmol) in a solution of 3,4,5-trimethoxyphenol (736 mg, 4.0 mmol) and 4-bromo-3-ethoxybenzoic acid N-isopropyl-N-cyclohexyl amide (1.47 g, 4.0 mmol) in 2,4,6-collidine (20 ml) is refluxed with stirring under a nitrogen atmosphere for 18 hr. The reaction is cooled, poured onto dilute aqueous HCl and extracted three times with ethyl acetate. The combined organic layers are washed twice with saturated aqueous NaCl solution, twice with 5% NaOH solution, twice wi... Reactants: C(CC)C1=NC2=C(N1CC1=CC=C(C=C1)C1=C(C=CC=C1)C1=NN=NN1)C(=CC=C2)C(=O)O (2-propyl-1-[[2'-(1H-tetrazol-5-yl)biphenyl-4-yl]methyl]benzimidazole-7-carboxylic acid), S(O)(O)(=O)=O (sulfuric acid), CO (methanol). Yields the product C(CC)C1=NC2=C(N1CC1=CC=C(C=C1)C1=C(C=CC=C1)C1=NN=NN1)C(=CC=C2)C(=O)OC (Methyl 2-propyl-1-[[2'-(1H-tetrazol-5-yl)biphenyl-4-yl)methyl]benzimidazole-7-carboxylate). RXN SMILES: [CH2:1]([C:4]1[N:8]([CH2:9][C:10]2[CH:15]=[CH:14][C:13]([C:16]3[CH:21]=[CH:20][CH:19]=[CH:18][C:17]=3[C:22]3[NH:26][N:25]=[N:24][N:23]=3)=[CH:12][CH:11]=2)[C:7]2[C:27]([C:31]([OH:33])=[O:32])=[CH:28][CH:29]=[CH:30][C:6]=2[N:5]=1)[CH2:2][CH3:3].S(=O)(=O)(O)O.[CH3:39]O>>[CH2:1]([C:4]1[N:8]([CH2:9][C:10]2[CH:11]=[CH:12][C:13]([C:16]3[CH:21]=[CH:20][CH:19]=[CH:18][C:17]=3[C:22]3[NH:26][N:25]=[N:24][N:23]=3)=[CH:14][CH:15]=2)[C:7]2[C:27]([C:31]([O:33][CH3:39])=[O:32])=[CH:28][CH:29]=[CH:30][C:6]=2[N:5]=1)[CH2:2][CH3:3]. Reported procedure: A mixture of 2-propyl-1-[[2'-(1H-tetrazol-5-yl)biphenyl-4-yl]methyl]benzimidazole-7-carboxylic acid (465 mg) and conc. sulfuric acid (7.2 g) in methanol (60 ml) was heated for 24 hours under reflux. After removal of solvent, the residue was suspended with water, to which was added 1N-NaOH to adjust to pH 3-4, followed by extraction with ethyl acetate. The organic layer was washed with water and dried, followed by evaporation of the solvent. The residue was purified by column chromatography on si... Starting materials: Cl (hydrochloric acid), O.OC1=CC=C(C(C(=O)[O-])O)C=C1.[Na+] (sodium p-hydroxymandelate monohydrate), [PH2](=O)[O-].[K+] (potassium hypophosphite), [PH2](=O)O (hypophosphorous acid). The solvent is O (water), O (water). Conditions: temperature 143 celsius. Yields the product OC1=CC=C(C=C1)CC(=O)O (p-Hydroxyphenylacetic acid). Yield: 67.0%. Reaction SMILES: O.[OH:2][C:3]1[CH:13]=[CH:12][C:6]([CH:7](O)[C:8]([O-:10])=[O:9])=[CH:5][CH:4]=1.[Na+].[PH2]([O-])=O.[K+].[PH2](O)=O.Cl>O>[OH:2][C:3]1[CH:4]=[CH:5][C:6]([CH2:7][C:8]([OH:10])=[O:9])=[CH:12][CH:13]=1 |f:0.1.2,3.4|. Reported procedure: A stirred mixture of sodium p-hydroxymandelate monohydrate (21.2 g.), potassium hypophosphite (52 g.), 50% w/v aqueous hypophosphorous acid (2.2. ml.) and water (10 ml.) is heated under reflux for 22 hours (internal temperature 143° C.) and then cooled. The mixture is diluted with water, acidified with hydrochloric acid and extracted with methyl isobutyl ketone. p-Hydroxyphenylacetic acid, which is formed in 67% yield, is isolated from the extract by conventional means. Reactants: S(c1ccccc1)(N(S(c1ccccc1)(=O)=O)F)(=O)=O, n1c(nc2c(c1c1cnc(nc1)N)CCN2C1CC(C1)(F)F)N1CCOC[C@@H]1CO. Reagents/catalysts: c1ccc(cc1)-c2c3ccccc3cc4ccccc24 (9-Phenylanthracene). Run in C1CCOC1 (THF). Conditions: temperature 25 celsius, time 18 hour. Product: Nc1ncc(cn1)c2nc(nc3N(CCc23)C4CC(F)(F)C4)N5CCOC[C@@H]5CF. RXN SMILES: [F:1]N(S(c1ccccc1)(=O)=O)S(c2ccccc2)(=O)=O.[NH2:2][c:3]1[n:8][cH:7][c:6]([c:9]2[c:17]([c:13]3[n:12][c:11]([N:24]4[C@@H:29]([CH2:30]O)[CH2:28][O:27][CH2:26][CH2:25]4)[n:10]2)[CH2:16][CH2:15][N:14]3[CH:18]5[CH2:23][C:20]([F:22])([F:21])[CH2:19]5)[cH:5][n:4]1>>[NH2:2][c:3]1[n:8][cH:7][c:6]([c:9]2[c:17]([c:13]3[n:12][c:11]([N:24]4[C@@H:29]([CH2:30][F:1])[CH2:28][O:27][CH2:26][CH2:25]4)[n:10]2)[CH2:16][CH2:15][N:14]3[CH:18]5[CH2:23][C:20]([F:22])([F:21])[CH2:19]5)[cH:5][n:4]1. The reactants are CS(=O)(=O)C (dimethylsulfone), [H-].[Na+] (sodium hydride), CN(C=1C=C(C(=O)OC)C=C(C1C)N(C)C)C (methyl 3,5-bis(dimethylamino)-4-methylbenzoate). Run in CS(=O)C (dimethylsulfoxide). Reaction conditions: time 1.5 hour. Product: CN(C=1C=C(C=C(C1C)N(C)C)C(CS(=O)(=O)C)=O)C (3',5' -bis(dimethylamino)-4'-methyl-2-methylsulfonylacetophenone). As a reaction SMILES: [CH3:1][S:2]([CH3:5])(=[O:4])=[O:3].[H-].[Na+].[CH3:8][N:9]([CH3:24])[C:10]1[CH:11]=[C:12]([CH:17]=[C:18]([N:21]([CH3:23])[CH3:22])[C:19]=1[CH3:20])[C:13](OC)=[O:14]>CS(C)=O>[CH3:23][N:21]([CH3:22])[C:18]1[CH:17]=[C:12]([C:13](=[O:14])[CH2:1][S:2]([CH3:5])(=[O:4])=[O:3])[CH:11]=[C:10]([N:9]([CH3:24])[CH3:8])[C:19]=1[CH3:20] |f:1.2|. Procedure details: A suspension of 18.8 g. of dimethylsulfone and 3.6 g. of sodium hydride (50% dispersion in oil) in 80 ml. of dimethylsulfoxide was stirred with the exclusion of moisture for 2 hours at 50° C. Thereupon, 23.6 g. of methyl 3,5-bis(dimethylamino)-4-methylbenzoate were added and the mixture was stirred at room temperature for 1.5 hours. The solution was diluted with 400 ml. of water and extracted twice with ethyl acetate. The ethyl acetate phases were combined, washed with water, dried over sodium s... Reactants: Cc1ccccc1, CCCCOC(=O)c1ccccc1SNc1ccc(C(F)(F)F)cc1, O=C=NC(=O)c1c(F)cccc1F. Yields the product CCCCOC(=O)c1ccccc1SN(C(=O)NC(=O)c1c(F)cccc1F)c1ccc(C(F)(F)F)cc1. As a reaction SMILES: [CH3:39][c:40]1[cH:41][cH:42][cH:43][cH:44][cH:45]1.[F:14][C:15]([c:16]1[cH:17][cH:18][c:19]([NH:22][S:23][c:24]2[c:25]([C:26](=[O:27])[O:28][CH2:29][CH2:30][CH2:31][CH3:32])[cH:33][cH:34][cH:35][cH:36]2)[cH:20][cH:21]1)([F:37])[F:38].[F:1][c:2]1[c:3]([C:4](=[O:5])[N:6]=[C:7]=[O:8])[c:9]([F:13])[cH:10][cH:11][cH:12]1>>[F:1][c:2]1[c:3]([C:4](=[O:5])[NH:6][C:7](=[O:8])[N:22]([c:19]2[cH:18][cH:17][c:16]([C:15]([F:14])([F:37])[F:38])[cH:21][cH:20]2)[S:23][c:24]2[c:25]([C:26](=[O:27])[O:28][CH2:29][CH2:30][CH2:31][CH3:32])[cH:33][cH:34][cH:35][cH:36]2)[c:9]([F:13])[cH:10][cH:11][cH:12]1. Reactants: 41.7, C1=C(C=CC2=CC=CC=C12)S(=O)(=O)Cl (2-naphthalenesulfonyl chloride), CC1=CC=CC=C1 (methylbenzene), CC1=CC=CC=C1 (methylbenzene), FC(C(C)O)(F)F (1,1,1-trifluoro-2-propanol), [H-].[Na+] (sodium hydride), oil. Run in O (water). Reaction conditions: time 1 hour. The product is 53.2, C1=C(C=CC2=CC=CC=C12)S(=O)(=O)OC(C(F)(F)F)C ((2,2,2-trifluoro-1-methylethyl) 2-naphthalenesulfonate). Isolated yield 99.9%. Reaction SMILES: [CH:1]1[C:10]2[C:5](=[CH:6][CH:7]=[CH:8][CH:9]=2)[CH:4]=[CH:3][C:2]=1[S:11](Cl)(=[O:13])=[O:12].CC1C=CC=CC=1.[F:22][C:23]([F:28])([F:27])[CH:24]([OH:26])[CH3:25].[H-].[Na+]>O>[CH:1]1[C:10]2[C:5](=[CH:6][CH:7]=[CH:8][CH:9]=2)[CH:4]=[CH:3][C:2]=1[S:11]([O:26][CH:24]([CH3:25])[C:23]([F:28])([F:27])[F:22])(=[O:12])=[O:13] |f:3.4|. Procedure: To a cooled (ice-bath) suspension of 41.7 parts of 2-naphthalenesulfonyl chloride in 174 parts of methylbenzene were added dropwise 20.0 parts of 1,1,1-trifluoro-2-propanol. After stirring for 1 hour, there was added dropwise a mixture of 9.6 parts of a dispersion of sodium hydride in mineral oil (50%) and some methylbenzene while cooling on ice. Subsequently, the whole was diluted dropwise with water. The organic layer was separated, dried, filtered and evaporated, yielding 53.2 parts (99.9%) o...